Task: describe an organic reaction: reactants, conditions, products, and yield. Dataset: the Open Reaction Database (ORD), a public repository of structured organic reaction records The reactants are CCCC(CCC)=O (4-heptanone), C(#N)[BH3-].[Na+] (sodium cyanoborohydride), [OH-].[Na+] (sodium hydroxide), N1C(=NC=C1)CN(CC=1NC=CN1)CC1=CC=C(C=C1)C(=O)N1CCNCC1 ((4-{[bis-(1H-imidazol-2-ylmethyl)-amino]-methyl}-phenyl)-piperazin-1-yl-methanone). Run in C(C)N(CC)CC (triethylamine), CO (methanol), C(C)(=O)O (acetic acid). Reaction conditions: time 7 day. Product: N1C(=NC=C1)CN(CC=1NC=CN1)CC1=CC=C(C=C1)C(=O)N1CCN(CC1)C(CCC)CCC ((4-{[bis(1H-imidazol-2-ylmethyl)-amino]-methyl}-phenyl)-[4-(1-propylbutyl)-piperazin-1-yl]-methanone). As a reaction SMILES: [NH:1]1[CH:5]=[CH:4][N:3]=[C:2]1[CH2:6][N:7]([CH2:14][C:15]1[CH:20]=[CH:19][C:18]([C:21]([N:23]2[CH2:28][CH2:27][NH:26][CH2:25][CH2:24]2)=[O:22])=[CH:17][CH:16]=1)[CH2:8][C:9]1[NH:10][CH:11]=[CH:12][N:13]=1.[CH3:29][CH2:30][CH2:31][C:32](=O)[CH2:33][CH2:34][CH3:35].C([BH3-])#N.[Na+].[OH-].[Na+]>CO.C(O)(=O)C.C(N(CC)CC)C>[NH:1]1[CH:5]=[CH:4][N:3]=[C:2]1[CH2:6][N:7]([CH2:14][C:15]1[CH:16]=[CH:17][C:18]([C:21]([N:23]2[CH2:24][CH2:25][N:26]([CH:32]([CH2:33][CH2:34][CH3:35])[CH2:31][CH2:30][CH3:29])[CH2:27][CH2:28]2)=[O:22])=[CH:19][CH:20]=1)[CH2:8][C:9]1[NH:13][CH:12]=[CH:11][N:10]=1 |f:2.3,4.5|. Reported procedure: The compound (57.7 mg) obtained in Example 32-2 was dissolved in methanol (1.73 ml) and then added with 4-heptanone (manufactured by Tokyo Kasei Kogyo Co., Ltd.) (30.7 μl), sodium cyanoborohydride (13.8 mg), and triethylamine (76.5 μl). The solution was adjusted to pH 5 with acetic acid and stirred at room temperature for 7 days. The reaction solution was added with a 1 mol/l sodium hydroxide aqueous solution and then the whole was separated and extracted with chloroform. The organic layer was d... Starting materials: CC(C)(C)OC(=O)n1nc(Cn2nnc3c(Oc4cc(Cl)cc(C#N)c4)c(Cl)ccc32)c2cccnc21, O=C(O)C(F)(F)F. Product: N#Cc1cc(Cl)cc(Oc2c(Cl)ccc3c2nnn3Cc2n[nH]c3ncccc23)c1. RXN SMILES: [Cl:1][c:2]1[c:3]([O:28][c:29]2[cH:30][c:31]([Cl:37])[cH:32][c:33]([C:35]#[N:36])[cH:34]2)[c:4]2[c:5]([n:6]([CH2:9][c:10]3[n:11][n:12]([C:19]([O:20][C:21]([CH3:22])([CH3:23])[CH3:24])=[O:25])[c:13]4[n:14][cH:15][cH:16][cH:17][c:18]34)[n:7][n:8]2)[cH:26][cH:27]1.[F:38][C:39]([F:40])([F:41])[C:42]([OH:43])=[O:44]>>[Cl:1][c:2]1[c:3]([O:28][c:29]2[cH:30][c:31]([Cl:37])[cH:32][c:33]([C:35]#[N:36])[cH:34]2)[c:4]2[c:5]([n:6]([CH2:9][c:10]3[n:11][nH:12][c:13]4[n:14][cH:15][cH:16][cH:17][c:18]34)[n:7][n:8]2)[cH:26][cH:27]1. Reactants: C(C)(C)(C)OC(=O)N1CCC(CC1)OC1=CC(=C(C=C1)C#N)C (4-(4-Cyano-3-methyl-phenoxy)-piperidine-1-carboxylic acid tert-butyl ester), COC(N(C)C)OC (N,N-dimethylformamide dimethylacetal), N1CCCC1 (pyrrolidine). Reaction conditions: temperature 120 celsius, time 2 hour. The product is C(C)(C)(C)OC(=O)N1CCC(CC1)OC1=CC(=C(C=C1)C#N)\C=C\N1CCCC1 (4-[4-Cyano-3-((E)-2-pyrrolidin-1-yl-vinyl)-phenoxy]-piperidine-1-carboxylic acid tert-butyl ester). Yield: 83.0%. Reaction SMILES: [C:1]([O:5][C:6]([N:8]1[CH2:13][CH2:12][CH:11]([O:14][C:15]2[CH:20]=[CH:19][C:18]([C:21]#[N:22])=[C:17]([CH3:23])[CH:16]=2)[CH2:10][CH2:9]1)=[O:7])([CH3:4])([CH3:3])[CH3:2].CO[CH:26](OC)[N:27]([CH3:29])[CH3:28].N1CC[CH2:34][CH2:33]1>>[C:1]([O:5][C:6]([N:8]1[CH2:9][CH2:10][CH:11]([O:14][C:15]2[CH:20]=[CH:19][C:18]([C:21]#[N:22])=[C:17](/[CH:23]=[CH:29]/[N:27]3[CH2:26][CH2:34][CH2:33][CH2:28]3)[CH:16]=2)[CH2:12][CH2:13]1)=[O:7])([CH3:4])([CH3:3])[CH3:2]. Reported procedure: 47.3 g (0.15 mol) 4-(4-Cyano-3-methyl-phenoxy)-piperidine-1-carboxylic acid tert-butyl ester, 43.8 mL (0.33 mol) N,N-dimethylformamide dimethylacetal and 81.9 mL pyrrolidine (0.99 mol) were mixed and the mixture was heated within 30 min to 90° C. and kept at this temperature for 2 h. All volatile content was allowed to distil off. The temperature was raised to 120° C. and kept at this temperature for 27 h. Heating was discontinued and the dark highly viscous residue was dissolved in 400 mL MTB e...